From a dataset of the Open Reaction Database (ORD), a public repository of structured organic reaction records. describe an organic reaction: reactants, conditions, products, and yield Reactants: C1(=CC=CC=C1)B(O)O (phenylboronic acid), ClC1=CC=C(N=N1)C(=O)NCCC1=CNC2=CC=C(C=C12)Cl (6-chloro-N-(2-(5-chloro-1H-indol-3-yl)ethyl)pyridazine-3-carboxamide), [I-].[Na+] (sodium iodide), C([O-])([O-])=O.[Na+].[Na+] (sodium carbonate). The reagents and catalysts are C1=CC=C(C=C1)P([C-]2C=CC=C2)C3=CC=CC=C3.C1=CC=C(C=C1)P([C-]2C=CC=C2)C3=CC=CC=C3.Cl[Pd]Cl.[Fe+2] ([1,1′-Bis(diphenylphosphino)ferrocene]palladium(II) chloride). Run in C(OC)COC (dimethoxyethane), O (water), O (water), C(C)(=O)OCC (ethyl acetate). Product: ClC=1C=C2C(=CNC2=CC1)CCNC(=O)C=1N=NC(=CC1)C1=CC=CC=C1 (N-(2-(5-chloro-1H-indol-3-yl)ethyl)-6-phenylpyridazine-3-carboxamide). The yield is 6.8%. As a reaction SMILES: [C:1]1(B(O)O)[CH:6]=[CH:5][CH:4]=[CH:3][CH:2]=1.Cl[C:11]1[N:16]=[N:15][C:14]([C:17]([NH:19][CH2:20][CH2:21][C:22]2[C:30]3[C:25](=[CH:26][CH:27]=[C:28]([Cl:31])[CH:29]=3)[NH:24][CH:23]=2)=[O:18])=[CH:13][CH:12]=1.[I-].[Na+].C(=O)([O-])[O-].[Na+].[Na+]>C(COC)OC.O.C1C=CC(P(C2C=CC=CC=2)[C-]2C=CC=C2)=CC=1.C1C=CC(P(C2C=CC=CC=2)[C-]2C=CC=C2)=CC=1.Cl[Pd]Cl.[Fe+2].C(OCC)(=O)C>[Cl:31][C:28]1[CH:29]=[C:30]2[C:25](=[CH:26][CH:27]=1)[NH:24][CH:23]=[C:22]2[CH2:21][CH2:20][NH:19][C:17]([C:14]1[N:15]=[N:16][C:11]([C:1]2[CH:6]=[CH:5][CH:4]=[CH:3][CH:2]=2)=[CH:12][CH:13]=1)=[O:18] |f:2.3,4.5.6,9.10.11.12|. Reported procedure: A mixture of phenylboronic acid (0.022 g; 0.179 mmol), 6-chloro-N-(2-(5-chloro-1H-indol-3-yl)ethyl)pyridazine-3-carboxamide (0.050 g; 0.149 mmol), [1,1′-Bis(diphenylphosphino)ferrocene]palladium(II) chloride (0.012 g; 0.015 mmol), sodium iodide (0.044 g; 0.298 mmol) and sodium carbonate (0.032 g; 0.298 mmol) in dimethoxyethane (3 mL) and water (1 mL) was irradiated in the microwave oven at 130° C. for 15 minutes. The resulting solution was reported between water and ethyl acetate and the organic... Starting materials: [BH4-], CCOC(=O)C(Cc1ccc(-c2ccccc2OC)c(C(C)=O)c1)NC(=O)c1c(Cl)cccc1Cl, CO, [Na+]. Product: CCOC(=O)C(Cc1ccc(-c2ccccc2OC)c(C(C)O)c1)NC(=O)c1c(Cl)cccc1Cl. RXN SMILES: [BH4-:1].[CH2:3]([CH3:4])[O:5][C:6]([CH:7]([NH:8][C:9]([c:10]1[c:11]([Cl:17])[cH:12][cH:13][cH:14][c:15]1[Cl:16])=[O:18])[CH2:19][c:20]1[cH:21][c:22]([C:34]([CH3:35])=[O:36])[c:23](-[c:26]2[c:27]([O:32][CH3:33])[cH:28][cH:29][cH:30][cH:31]2)[cH:24][cH:25]1)=[O:37].[CH3:38][OH:39].[Na+:2]>>[CH2:3]([CH3:4])[O:5][C:6]([CH:7]([NH:8][C:9]([c:10]1[c:11]([Cl:17])[cH:12][cH:13][cH:14][c:15]1[Cl:16])=[O:18])[CH2:19][c:20]1[cH:21][c:22]([CH:34]([CH3:35])[OH:36])[c:23](-[c:26]2[c:27]([O:32][CH3:33])[cH:28][cH:29][cH:30][cH:31]2)[cH:24][cH:25]1)=[O:37]. Starting materials: O1CCN(CC1)CCO (2-morpholinoethanol), polystyrene, IC1=CC=C(C(=O)Cl)C=C1 (4-iodobenzoyl chloride), polystyrene, C(C)(C)NC(C)C (diisopropylamine), NCCN(CCN)CCN (tris(2-aminoethyl)-amine). The solvent is ClCCl (dichloromethane). Reaction conditions: time 16 hour. The product is IC1=CC=C(C(=O)OCCN2CCOCC2)C=C1 (2-morpholinoethyl 4-iodobenzoate). Isolated yield 73.0%. RXN SMILES: [O:1]1[CH2:6][CH2:5][N:4]([CH2:7][CH2:8][OH:9])[CH2:3][CH2:2]1.C(NC(C)C)(C)C.[I:17][C:18]1[CH:26]=[CH:25][C:21]([C:22](Cl)=[O:23])=[CH:20][CH:19]=1.NCCN(CCN)CCN>ClCCl>[I:17][C:18]1[CH:26]=[CH:25][C:21]([C:22]([O:9][CH2:8][CH2:7][N:4]2[CH2:5][CH2:6][O:1][CH2:2][CH2:3]2)=[O:23])=[CH:20][CH:19]=1. Procedure: A 8 mL vial was charged with 2-morpholinoethanol (200 μL, 1.63 mmol), dichloromethane (5 mL), polystyrene-linked diisopropylamine (4.90 mmol), and 4-iodobenzoyl chloride (479 mg, 1.80 mmol), and the reaction mixture was shaken at room temperature. After 16 hours, the reaction mixture was charged with polystyrene-linked tris(2-aminoethyl)-amine (1.63 mmol), and shaken at room temperature for 2 hours. The reaction was filtered, and the resin was washed with dichloromethane (3×10 mL), tetrahydrofur... Reactants: C(C(C)(C)C)(=O)OCOC(=O)C1=C(CS[C@H]2N1C([C@H]2NC(\C(=C/C)\C=2N=C(SC2)NC(=O)OC(C)(C)C)=O)=O)COC(N)=O (7beta-[(Z)-2-(2-t-butoxycarbonylaminothiazol-4-yl)-2-butenoyl]amino-3-carbamoyloxymethyl-3-cephem-4-carboxylic acid pivaloyloxymethyl ester). The solvent is FC(C(=O)O)(F)F (trifluoroacetic acid). Yields the product C(C(C)(C)C)(=O)OCOC(=O)C1=C(CS[C@H]2N1C([C@H]2NC(\C(=C/C)\C=2N=C(SC2)N)=O)=O)COC(N)=O (7beta-[(Z)-2-(2-aminothiazol-4-yl)-2-butenoyl]amino-3-carbamoyloxymethyl-3-cephem-4-carboxylic acid pivaloyloxymethyl ester). Isolated yield 55.4%. Reaction SMILES: [C:1]([O:7][CH2:8][O:9][C:10]([C:12]1[N:17]2[C:18](=[O:39])[C@@H:19]([NH:20][C:21](=[O:38])/[C:22](/[C:25]3[N:26]=[C:27]([NH:30]C(OC(C)(C)C)=O)[S:28][CH:29]=3)=[CH:23]\[CH3:24])[C@H:16]2[S:15][CH2:14][C:13]=1[CH2:40][O:41][C:42](=[O:44])[NH2:43])=[O:11])(=[O:6])[C:2]([CH3:5])([CH3:4])[CH3:3]>FC(F)(F)C(O)=O>[C:1]([O:7][CH2:8][O:9][C:10]([C:12]1[N:17]2[C:18](=[O:39])[C@@H:19]([NH:20][C:21](=[O:38])/[C:22](/[C:25]3[N:26]=[C:27]([NH2:30])[S:28][CH:29]=3)=[CH:23]\[CH3:24])[C@H:16]2[S:15][CH2:14][C:13]=1[CH2:40][O:41][C:42](=[O:44])[NH2:43])=[O:11])(=[O:6])[C:2]([CH3:5])([CH3:3])[CH3:4]. Reported procedure: A solution of 7beta-[(Z)-2-(2-t-butoxycarbonylaminothiazol-4-yl)-2-butenoyl]amino-3-carbamoyloxymethyl-3-cephem-4-carboxylic acid pivaloyloxymethyl ester (160 mg) in trifluoroacetic acid (2 ml) is stirred at room temperature for 120 minutes and concentrated. To the resulting residue is added aqueous sodium hydrogen carbonate and extracted with ethyl acetate. The extract solution is purified by silica gel chromatography to give 7beta-[(Z)-2-(2-aminothiazol-4-yl)-2-butenoyl]amino-3-carbamoyloxymet...